Dataset: the Open Reaction Database (ORD), a public repository of structured organic reaction records. Task: describe an organic reaction: reactants, conditions, products, and yield Product: C(C)N1N=C(C(=C1)CO)OCC1=CC(=C(C=C1)OCC=1N=C(OC1C)C=1OC=CC1)OC ({1-ethyl-3-[(4-{[2-(2-furyl)-5-methyl-1,3-oxazol-4-yl]methoxy}-3-methoxybenzyl)oxy]-1H-pyrazol-4-yl}methanol). Procedure: To a solution of ethyl 1-ethyl-3-[(4-{[2-(2-furyl)-5-methyl-1,3-oxazol-4-yl]methoxy}-3-methoxybenzyl)oxy]-1H-pyrazole-4-carboxylate (2.80 g) in tetrahydrofuran (50 mL) was added lithium aluminum hydride (0.22 g) at 0° C. and the mixture was stirred at room temperature for 1 hr. Sodium sulfate decahydrate (1.87 g) was added to the reaction mixture, and the mixture was stirred at room temperature for 30 min. The reaction mixture was diluted with ethyl acetate and the precipitate was filtered off. ... Reaction conditions: time 1 hour. Reaction SMILES: [CH2:1]([N:3]1[CH:7]=[C:6]([C:8](OCC)=[O:9])[C:5]([O:13][CH2:14][C:15]2[CH:20]=[CH:19][C:18]([O:21][CH2:22][C:23]3[N:24]=[C:25]([C:29]4[O:30][CH:31]=[CH:32][CH:33]=4)[O:26][C:27]=3[CH3:28])=[C:17]([O:34][CH3:35])[CH:16]=2)=[N:4]1)[CH3:2].[H-].[Al+3].[Li+].[H-].[H-].[H-].O.O.O.O.O.O.O.O.O.O.S([O-])([O-])(=O)=O.[Na+].[Na+]>O1CCCC1.C(OCC)(=O)C>[CH2:1]([N:3]1[CH:7]=[C:6]([CH2:8][OH:9])[C:5]([O:13][CH2:14][C:15]2[CH:20]=[CH:19][C:18]([O:21][CH2:22][C:23]3[N:24]=[C:25]([C:29]4[O:30][CH:31]=[CH:32][CH:33]=4)[O:26][C:27]=3[CH3:28])=[C:17]([O:34][CH3:35])[CH:16]=2)=[N:4]1)[CH3:2] |f:1.2.3.4.5.6,7.8.9.10.11.12.13.14.15.16.17.18.19|. Run in C(C)(=O)OCC (ethyl acetate), O1CCCC1 (tetrahydrofuran). Yield: 90.8%. Starting materials: C(C)N1N=C(C(=C1)C(=O)OCC)OCC1=CC(=C(C=C1)OCC=1N=C(OC1C)C=1OC=CC1)OC (ethyl 1-ethyl-3-[(4-{[2-(2-furyl)-5-methyl-1,3-oxazol-4-yl]methoxy}-3-methoxybenzyl)oxy]-1H-pyrazole-4-carboxylate), [H-].[Al+3].[Li+].[H-].[H-].[H-] (lithium aluminum hydride), O.O.O.O.O.O.O.O.O.O.S(=O)(=O)([O-])[O-].[Na+].[Na+] (Sodium sulfate decahydrate). Starting materials: C(=O)(C(C)(C)C)Cl (Piv-Cl), Cl.NCC=1C=CC(=C(C(=O)O)C1)C (5-(aminomethyl)-2-methylbenzoic acid hydrochloride), FC(C(O[Si](C)(C)C)=N[Si](C)(C)C)(F)F (BSTFA), TEA. Solvent: C1CCOC1 (THF), C1CCOC1 (THF). Conditions: temperature 0 celsius, time 8 hour. Product: ClC1=C(C(=O)O)C=C(C=C1)CNC(=O)C(C)(C)C (2-Chloro-5-(tert-butylcarbonylamino)methyl-benzoic acid). RXN SMILES: [ClH:1].[NH2:2][CH2:3][C:4]1[CH:5]=[CH:6][C:7](C)=[C:8]([CH:12]=1)[C:9]([OH:11])=[O:10].FC(F)(F)C(=N[Si](C)(C)C)O[Si](C)(C)C.[C:29](Cl)([C:31]([CH3:34])([CH3:33])[CH3:32])=[O:30]>C1COCC1>[Cl:1][C:7]1[CH:6]=[CH:5][C:4]([CH2:3][NH:2][C:29]([C:31]([CH3:34])([CH3:33])[CH3:32])=[O:30])=[CH:12][C:8]=1[C:9]([OH:11])=[O:10] |f:0.1|. Reported procedure: A mixture of 5-(aminomethyl)-2-methylbenzoic acid hydrochloride (3.2 g, 14 mmol), BSTFA (2.26 mL, 14 mmol) and 50 mL THF was heated to reflux for 1 h and cooled to 0° C. 10 mL of TEA were added, followed by 1.77 mL (14 mmol) Piv-Cl in 50 mL THF. The mixture was stirred overnight at rt, concentrated i.vac., diluted with water and acidified with 22 mL glacial acetic acid. After 30 min it was extracted 3× with DCM, the organic phase was dried with Na2SO4, concentrated i.vac and purified via MPLC. Y... Starting materials: BrC=1C=C(C=2C=NN(C2C1)C(C)C)C(=O)NCC=1C(NC(=CC1CCC)C)=O (6-bromo-1-(1-methylethyl)-N-[(6-methyl-2-oxo-4-propyl-1,2-dihydro-3-pyridinyl)methyl]-1H-indazole-4-carboxamide), CN(C1=CC=C(C=N1)B(O)O)C ([6-(dimethylamino)-3-pyridinyl]boronic acid). Yields the product CN(C1=CC=C(C=N1)C=1C=C(C=2C=NN(C2C1)C(C)C)C(=O)NCC=1C(NC(=CC1CCC)C)=O)C (6-[6-(dimethylamino)-3-pyridinyl]-1-(1-methylethyl)-N-[(6-methyl-2-oxo-4-propyl-1,2-dihydro-3-pyridinyl)methyl]-1H-indazole-4-carboxamide). Reaction SMILES: Br[C:2]1[CH:3]=[C:4]([C:14]([NH:16][CH2:17][C:18]2[C:19](=[O:28])[NH:20][C:21]([CH3:27])=[CH:22][C:23]=2[CH2:24][CH2:25][CH3:26])=[O:15])[C:5]2[CH:6]=[N:7][N:8]([CH:11]([CH3:13])[CH3:12])[C:9]=2[CH:10]=1.[CH3:29][N:30]([CH3:40])[C:31]1[N:36]=[CH:35][C:34](B(O)O)=[CH:33][CH:32]=1>>[CH3:29][N:30]([CH3:40])[C:31]1[N:36]=[CH:35][C:34]([C:2]2[CH:3]=[C:4]([C:14]([NH:16][CH2:17][C:18]3[C:19](=[O:28])[NH:20][C:21]([CH3:27])=[CH:22][C:23]=3[CH2:24][CH2:25][CH3:26])=[O:15])[C:5]3[CH:6]=[N:7][N:8]([CH:11]([CH3:12])[CH3:13])[C:9]=3[CH:10]=2)=[CH:33][CH:32]=1. Procedure: The title compound was prepared in a similar manner as described for example 13 from 6-bromo-1-(1-methylethyl)-N-[(6-methyl-2-oxo-4-propyl-1,2-dihydro-3-pyridinyl)methyl]-1H-indazole-4-carboxamide (100 mg, 0.225 mmol) and [6-(dimethylamino)-3-pyridinyl]boronic acid (49 mg, 0.292 mmol). The final product was collected as a white solid (49 mg, 44%). 1H NMR (400 MHz, DMSO-d6) δ ppm 11.55 (s, 1H) 8.57-8.65 (m, 2H) 8.35 (s, 1H) 8.01-8.06 (m, 2H) 7.83 (s, 1H) 6.76 (d, J=8.84 Hz, 1H) 5.92 (s, 1H) 5.13 ... Starting materials: OC1=C2C=NNC2=CC=C1 (4-hydroxyindazole), [H-].[Na+] (sodium hydride), C(C1=CC=CC=C1)Br (benzyl bromide). Solvent: CN(C)C=O (DMF). Run at time 10 minute. Product: C1(=CC=CC=C1)COC1=C2C=NNC2=CC=C1 (4-[(Phenylmethyl)oxy]-1H-indazole). As a reaction SMILES: [OH:1][C:2]1[CH:10]=[CH:9][CH:8]=[C:7]2[C:3]=1[CH:4]=[N:5][NH:6]2.[H-].[Na+].[CH2:13](Br)[C:14]1[CH:19]=[CH:18][CH:17]=[CH:16][CH:15]=1>CN(C=O)C>[C:14]1([CH2:13][O:1][C:2]2[CH:10]=[CH:9][CH:8]=[C:7]3[C:3]=2[CH:4]=[N:5][NH:6]3)[CH:19]=[CH:18][CH:17]=[CH:16][CH:15]=1 |f:1.2|. Procedure details: To a stirred solution of 4-hydroxyindazole (702 mg, 5.24 mmol) in DMF (10 mL) at ambient temperature under argon was added sodium hydride (231 mg of a 60% dispersion in mineral oil, 5.76 mmol). The mixture was stirred for 10 minutes and then benzyl bromide (0.622 mL, 5.24 mmol) was added via syringe. After stirring for 2 hours at ambient temperature, the mixture was quenched with ammonium chloride solution, the solvents were evaporated and ethyl acetate and water were added. The product was extr... The reactants are C(CCC)S (Butanethiol), C1(CCCCC1)C[C@@H]1OC1 ((S)-Cyclohexylmethyloxirane), [H-].[Na+] (NaH). Run in CN(C)C=O (DMF), CN(C)C=O (DMF). Yields the product C(CCC)SC[C@H](CC1CCCCC1)O ((S)-1-Butylthio-3-cyclohexylpropan-2-ol). Yield: 77.3%. As a reaction SMILES: [CH2:1]([SH:5])[CH2:2][CH2:3][CH3:4].[CH:6]1([CH2:12][C@H:13]2[CH2:15][O:14]2)[CH2:11][CH2:10][CH2:9][CH2:8][CH2:7]1.[H-].[Na+]>CN(C=O)C>[CH2:1]([S:5][CH2:15][C@@H:13]([OH:14])[CH2:12][CH:6]1[CH2:11][CH2:10][CH2:9][CH2:8][CH2:7]1)[CH2:2][CH2:3][CH3:4] |f:2.3|. Reported procedure: Butanethiol (765 μL, 7.1 mmol), the product from Example 1308C (500 mg, 3.6 mmol) in DMF (3.0 mL), and NaH, 60% dispersion in mineral oil, (305 mg, 7.6 mmol) in DMF (40 mL) were allowed to react in a manner similar to that described in Example 1310A. The residue was chromatographed (silica gel; EtOAc/hexanes 1:40) to afford a clear oil (641 mg, 77%). 1H NMR (CDCl3, 300 MHz) δ0.80-1.00 (m, 2H), 0.92 (t, J=7 Hz, 3H), 1.08-1.34 (m, 4H), 1.37-1.75 (m, 10H), 1.81 (m, 1H), 2.42 (dd, J=9, 13.5 Hz, 1H),... Reactants: [C@H]1(CCCC2=CC=CC=C12)NC=1OCC2=C(N1)C=CC(=C2)N ((R)-N2-(1,2,3,4-Tetrahydro-naphthalen-1-yl)-4H-benzo [d][1,3]oxazine-2,6-diamine), CN1CCN(CC1)S(=O)(=O)Cl (4-methyl-piperazine-1-sulfonyl chloride). Product: [C@H]1(CCCC2=CC=CC=C12)NC=1OCC2=C(N1)C=CC(=C2)NS(=O)(=O)N2CCN(CC2)C (4-Methyl-piperazine-1-sulfonic acid {2-[(R)-(1,2,3,4-tetrahydro-naphthalen-1-yl)amino]-4H-benzo[d][1,3]oxazin-6-yl}-amide). The yield is 60.5%. Reaction SMILES: [C@H:1]1([NH:11][C:12]2[O:13][CH2:14][C:15]3[CH:21]=[C:20]([NH2:22])[CH:19]=[CH:18][C:16]=3[N:17]=2)[C:10]2[C:5](=[CH:6][CH:7]=[CH:8][CH:9]=2)[CH2:4][CH2:3][CH2:2]1.[CH3:23][N:24]1[CH2:29][CH2:28][N:27]([S:30](Cl)(=[O:32])=[O:31])[CH2:26][CH2:25]1>>[C@H:1]1([NH:11][C:12]2[O:13][CH2:14][C:15]3[CH:21]=[C:20]([NH:22][S:30]([N:27]4[CH2:28][CH2:29][N:24]([CH3:23])[CH2:25][CH2:26]4)(=[O:32])=[O:31])[CH:19]=[CH:18][C:16]=3[N:17]=2)[C:10]2[C:5](=[CH:6][CH:7]=[CH:8][CH:9]=2)[CH2:4][CH2:3][CH2:2]1. Reported procedure: Prepared from (R)-N2-(1,2,3,4-tetrahydro-naphthalen-1-yl)-4H-benzo[d][1,3]oxazine-2,6-diamine (Example 33) (100 mg, 0.341 mmol) and 4-methyl-piperazine-1-sulfonyl chloride (CAS 1688-95-5) (74 mg, 0.375 mmol) according to the procedure described for Example 27. Obtained the title compound as a light brown oil (94 mg, 61%), MS (ISP) m/e=456.3 [(M+H)+].